From a dataset of the Open Reaction Database (ORD), a public repository of structured organic reaction records. describe an organic reaction: reactants, conditions, products, and yield Reactants: CI (MeI), C(C1=CC=CC=C1)OC(=O)NC1=CN=C2N(C1=O)[C@@H](CC2)C(=O)OC(C)(C)C (tert-butyl (S)-3-{[(benzyloxy)carbonyl]amino}-4-oxo-4,6,7,8-tetrahydropyrrolo[1,2-a]pyrimidine-6-carboxylate), solution. Run in C1CCOC1 (THF), C1CCOC1 (THF). Reaction conditions: temperature -30 celsius, time 5 minute. Product: C(C)(C)(C)OC(=O)C1(CCC=2N1C(C(=CN2)NC(=O)OCC2=CC=CC=C2)=O)C (3-benzyloxycarbonylamino-6-methyl-4-oxo-4,6,7,8-tetrahydro-pyrrolo[1,2-a]pyrimidine-6-carboxylic acid tert-butyl ester). Yield: 160.9%. RXN SMILES: [CH2:1]([O:8][C:9]([NH:11][C:12]1[C:17](=[O:18])[N:16]2[C@H:19]([C:22]([O:24][C:25]([CH3:28])([CH3:27])[CH3:26])=[O:23])[CH2:20][CH2:21][C:15]2=[N:14][CH:13]=1)=[O:10])[C:2]1[CH:7]=[CH:6][CH:5]=[CH:4][CH:3]=1.[CH3:29]I>C1COCC1>[C:25]([O:24][C:22]([C:19]1([CH3:29])[N:16]2[C:17](=[O:18])[C:12]([NH:11][C:9]([O:8][CH2:1][C:2]3[CH:7]=[CH:6][CH:5]=[CH:4][CH:3]=3)=[O:10])=[CH:13][N:14]=[C:15]2[CH2:21][CH2:20]1)=[O:23])([CH3:28])([CH3:27])[CH3:26]. Reported procedure: To a solution of intermediate 1g (200 mg, 0.519 mmol) in 5 mL THF at −78° C., was added a 1M solution of LIHMDS in THF (1.09 mL, 1.09 mmol). The mixture was stirred for 5 min, then MeI (162 mL, 2.60 mmol) was added. The mixture was stirred with warming to −30° C. over 1 h, then was quenched with sat. NH4Cl. The mixture was diluted with EtOAc and washed with H2O and brine, dried (Na2SO4), and concentrated. The resultant residue was combined with additional crude material from another batch for pu... Starting materials: CC1(OC(NC2=C1C=C(C=C2)B(O)O)=O)C ((4,4-dimethyl-1,4-dihydro-2-oxo-2H-3,1-benzoxazin-6-yl)boronic acid), BrC=1C=C(C=C(C1)Br)C (3,5-dibromotoluene). Product: BrC=1C=C(C=C(C1)C)C1=CC2=C(NC(OC2(C)C)=O)C=C1 (6-(3-Bromo-5-methyl-phenyl)-4,4-dimethyl-1,4-dihydrobenzo-[d][1,3]oxazin-2-one). As a reaction SMILES: [CH3:1][C:2]1([CH3:16])[C:7]2[CH:8]=[C:9](B(O)O)[CH:10]=[CH:11][C:6]=2[NH:5][C:4](=[O:15])[O:3]1.[Br:17][C:18]1[CH:19]=[C:20]([CH3:25])[CH:21]=[C:22](Br)[CH:23]=1>>[Br:17][C:18]1[CH:23]=[C:22]([C:9]2[CH:10]=[CH:11][C:6]3[NH:5][C:4](=[O:15])[O:3][C:2]([CH3:16])([CH3:1])[C:7]=3[CH:8]=2)[CH:21]=[C:20]([CH3:25])[CH:19]=1. Reported procedure: Prepared from (4,4-dimethyl-1,4-dihydro-2-oxo-2H-3,1-benzoxazin-6-yl)boronic acid and 3,5-dibromotoluene according to Procedure B. White solid: mp 231-233° C.; 1H-NMR (DMSO-d6) δ 10.4 (s, 1H), 7.66 (s, 1H), 7.58-7.56 (m, 2H), 7.50 (s, 1H), 7.37 (s, 1H), 6.95 (d, 1H, J=8.67 Hz), 2.37 (s, 3H), 1.67 (s, 6H); (ESI) m/z 344/346 ([M−H]−, 100%); Anal. Calc. For C17H16BrNO2: C, 58.98; H, 4.66, N, 4.05. Found: C, 58.82; H, 4.62; N, 3.94. Reaction SMILES: [CH2:1]([O:3][C:4]1[CH:16]=[C:15]([CH2:17][C:18]([NH:20][CH:21]([C:25]2[CH:30]=[CH:29][CH:28]=[CH:27][C:26]=2[N:31]2[CH2:36][CH2:35][CH2:34][CH2:33][CH2:32]2)[CH2:22][CH2:23][CH3:24])=[O:19])[CH:14]=[CH:13][C:5]=1[CH:6]=[CH:7][C:8]([O:10]CC)=[O:9])[CH3:2].[OH-].[Na+]>C(O)C>[CH2:1]([O:3][C:4]1[CH:16]=[C:15]([CH2:17][C:18]([NH:20][CH:21]([C:25]2[CH:30]=[CH:29][CH:28]=[CH:27][C:26]=2[N:31]2[CH2:32][CH2:33][CH2:34][CH2:35][CH2:36]2)[CH2:22][CH2:23][CH3:24])=[O:19])[CH:14]=[CH:13][C:5]=1[CH:6]=[CH:7][C:8]([OH:10])=[O:9])[CH3:2] |f:1.2|. Procedure: A solution of ethyl 2-ethoxy-4-[N-(1-(2-piperidino-phenyl)-1-butyl)-aminocarbonyl-methyl]-cinnamate (0.49 g, 1 mmol) in ethanol (10 ml) is stirred together with 1N sodium hydroxide solution (2 ml) for 3 days at ambient temperature. The mixture is then concentrated by evaporation in vacuo, water and a few drops of methanol are added to the evaporation residue and this is then adjusted to pH 6 with 1N acetic acid. The precipitate is filtered off, dried and recrystallised from ethyl acetate. Yields the product C(C)OC1=C(C=CC(=O)O)C=CC(=C1)CC(=O)NC(CCC)C1=C(C=CC=C1)N1CCCCC1 (2-Ethoxy-4-[N-(1-(2-piperidino-phenyl)-1-butyl)-amino-carbonylmethyl]-cinnamic acid). The solvent is C(C)O (ethanol). Reactants: C(C)OC1=C(C=CC(=O)OCC)C=CC(=C1)CC(=O)NC(CCC)C1=C(C=CC=C1)N1CCCCC1 (ethyl 2-ethoxy-4-[N-(1-(2-piperidino-phenyl)-1-butyl)-aminocarbonyl-methyl]-cinnamate), [OH-].[Na+] (sodium hydroxide). Reactants: COc1ccc(Oc2nc(-c3cncnc3)ncc2NCC2CCCN2C(=O)OC(C)(C)C)cc1, CC(=O)Cl, ClCCl, c1ccncc1. Yields the product COc1ccc(Oc2nc(-c3cncnc3)ncc2N(CC2CCCN2C(=O)OC(C)(C)C)C(C)=O)cc1. As a reaction SMILES: [C:1]([CH3:2])([CH3:3])([CH3:4])[O:5][C:6](=[O:7])[N:8]1[CH:9]([CH2:13][NH:14][c:15]2[c:16]([O:27][c:28]3[cH:29][cH:30][c:31]([O:34][CH3:35])[cH:32][cH:33]3)[n:17][c:18](-[c:21]3[cH:22][n:23][cH:24][n:25][cH:26]3)[n:19][cH:20]2)[CH2:10][CH2:11][CH2:12]1.[CH3:36][C:37]([Cl:38])=[O:39].[Cl:46][CH2:47][Cl:48].[cH:40]1[cH:41][cH:42][n:43][cH:44][cH:45]1>>[C:1]([CH3:2])([CH3:3])([CH3:4])[O:5][C:6](=[O:7])[N:8]1[CH:9]([CH2:13][N:14]([c:15]2[c:16]([O:27][c:28]3[cH:29][cH:30][c:31]([O:34][CH3:35])[cH:32][cH:33]3)[n:17][c:18](-[c:21]3[cH:22][n:23][cH:24][n:25][cH:26]3)[n:19][cH:20]2)[C:37]([CH3:36])=[O:39])[CH2:10][CH2:11][CH2:12]1.